Task: describe an organic reaction: reactants, conditions, products, and yield. Dataset: the Open Reaction Database (ORD), a public repository of structured organic reaction records Starting materials: O=C([O-])[O-], CCN(CC)C(=O)c1ccc(CCCC[SH]=C(C)[O-])cc1, CO, [K+], [K+]. Product: CCN(CC)C(=O)c1ccc(CCCCS)cc1. RXN SMILES: [C:22](=[O:23])([O-:24])[O-:25].[CH2:1]([CH3:2])[N:3]([C:4](=[O:5])[c:6]1[cH:7][cH:8][c:9]([CH2:12][CH2:13][CH2:14][CH2:15][SH:16]=[C:17]([O-:18])[CH3:19])[cH:10][cH:11]1)[CH2:20][CH3:21].[CH3:28][OH:29].[K+:26].[K+:27]>>[CH2:1]([CH3:2])[N:3]([C:4](=[O:5])[c:6]1[cH:7][cH:8][c:9]([CH2:12][CH2:13][CH2:14][CH2:15][SH:16])[cH:10][cH:11]1)[CH2:20][CH3:21].